This data is from the Open Reaction Database (ORD), a public repository of structured organic reaction records. The task is: describe an organic reaction: reactants, conditions, products, and yield Starting materials: CN1CCCC1=O, CCOC(C)=O, CO, COc1nc(Cl)cc(-c2ccc3nc(NC(C)=O)sc3c2)n1, NCCc1ccc(Cl)cc1Cl, [K+], [K+], O=C([O-])[O-], O. The product is COc1nc(NCCc2ccc(Cl)cc2Cl)cc(-c2ccc3nc(NC(C)=O)sc3c2)n1. As a reaction SMILES: [CH3:41][N:42]1[CH2:43][CH2:44][CH2:45][C:46]1=[O:47].[CH3:48][CH2:49][O:50][C:51](=[O:52])[CH3:53].[CH3:54][OH:55].[Cl:1][c:2]1[cH:3][c:4](-[c:10]2[cH:11][c:12]3[c:13]([n:14][c:15]([NH:17][C:18]([CH3:19])=[O:20])[s:16]3)[cH:21][cH:22]2)[n:5][c:6]([O:8][CH3:9])[n:7]1.[Cl:23][c:24]1[c:25]([CH2:31][CH2:32][NH2:33])[cH:26][cH:27][c:28]([Cl:30])[cH:29]1.[K+:34].[K+:35].[O-:36][C:37]([O-:38])=[O:39].[OH2:40]>>[c:2]1([NH:33][CH2:32][CH2:31][c:25]2[c:24]([Cl:23])[cH:29][c:28]([Cl:30])[cH:27][cH:26]2)[cH:3][c:4](-[c:10]2[cH:11][c:12]3[c:13]([n:14][c:15]([NH:17][C:18]([CH3:19])=[O:20])[s:16]3)[cH:21][cH:22]2)[n:5][c:6]([O:8][CH3:9])[n:7]1. The reactants are CCc1cnc(N2CCN(C(=O)OC(C)(C)C)CC2)c(C)c1, CCOC(C)=O, CCOC(C)=O, ClC(Cl)Cl, Cl. Product: Cl, CCc1cnc(N2CCNCC2)c(C)c1. As a reaction SMILES: [C:1]([O:2][C:3](=[O:4])[N:8]1[CH2:9][CH2:10][N:11]([c:14]2[n:15][cH:16][c:17]([CH2:21][CH3:22])[cH:18][c:19]2[CH3:20])[CH2:12][CH2:13]1)([CH3:5])([CH3:6])[CH3:7].[C:23]([O:24][CH2:25][CH3:26])(=[O:27])[CH3:28].[CH3:30][CH2:31][O:32][C:33](=[O:34])[CH3:35].[CH:36]([Cl:37])([Cl:38])[Cl:39].[ClH:29]>>[ClH:29].[NH:8]1[CH2:9][CH2:10][N:11]([c:14]2[n:15][cH:16][c:17]([CH2:21][CH3:22])[cH:18][c:19]2[CH3:20])[CH2:12][CH2:13]1. The reactants are C(C)OC=1C(C(C1NC1=C(C=CC=C1C#N)O)=O)=O (3-ethoxy-4-(2-hydroxy-6-cyanophenyl)amino-3-cyclobutene-1,2-dione), C(C)(C)(CC)N (tert-amylamine). Run in C(Cl)Cl (CH2Cl2). Yields the product C(C)(C)(CC)NC=1C(C(C1NC1=C(C=CC=C1C#N)O)=O)=O (3-(tert-amylamino)-4-(2-hydroxy-6-cyanophenyl)amino-3-cyclobutene-1,2-dione). As a reaction SMILES: C(O[C:4]1[C:5](=[O:19])[C:6](=[O:18])[C:7]=1[NH:8][C:9]1[C:14]([C:15]#[N:16])=[CH:13][CH:12]=[CH:11][C:10]=1[OH:17])C.[C:20]([NH2:25])([CH2:23][CH3:24])([CH3:22])[CH3:21]>C(Cl)Cl>[C:20]([NH:25][C:4]1[C:5](=[O:19])[C:6](=[O:18])[C:7]=1[NH:8][C:9]1[C:14]([C:15]#[N:16])=[CH:13][CH:12]=[CH:11][C:10]=1[OH:17])([CH2:23][CH3:24])([CH3:22])[CH3:21]. Reported procedure: A mixture of 3-ethoxy-4-(2-hydroxy-6-cyanophenyl)amino-3-cyclobutene-1,2-dione (0.250 g, 0.00097 mol) and tert-amylamine (1.13 ml, 0.0097 mol) was stirred in enough CH2Cl2 to form a solution at room temperature for two days. During this time a precipitate forms. The reaction solvent is evaporated on a rotary evaporator, the residue is taken up in ethyl acetate and extracted well with 0.25N HCl. The organic layer is washed once with distilled water, dried (Na2SO4), and evaporated to a solid. The ... Starting materials: C(C)(C)(C)OC(=O)N1CCC(CC1)C(NCC(=O)C1=CC(=C(C=C1)F)C(F)(F)F)=O (4-(2-(4-fluoro-3-(trifluoromethyl)phenyl)-2-oxoethylcarbamoyl)piperidine-1-carboxylic acid tert-butyl ester), C(C)(=O)[O-].[NH4+] (ammonium acetate). Solvent: CO (methanol). Conditions: temperature 140 celsius, time 2 hour. Product: C(C)(C)(C)OC(=O)N1CCC(CC1)C=1NC=C(N1)C1=CC(=C(C=C1)F)C(F)(F)F (4-[4-(4-fluoro-3-trifluoromethyl-phenyl)-1H-imidazol-2-yl]-piperidine-1-carboxylic acid tert-butyl ester). Isolated yield 57.1%. Reaction SMILES: [C:1]([O:5][C:6]([N:8]1[CH2:13][CH2:12][CH:11]([C:14](=O)[NH:15][CH2:16][C:17]([C:19]2[CH:24]=[CH:23][C:22]([F:25])=[C:21]([C:26]([F:29])([F:28])[F:27])[CH:20]=2)=O)[CH2:10][CH2:9]1)=[O:7])([CH3:4])([CH3:3])[CH3:2].C([O-])(=O)C.[NH4+:35]>CO>[C:1]([O:5][C:6]([N:8]1[CH2:13][CH2:12][CH:11]([C:14]2[NH:15][CH:16]=[C:17]([C:19]3[CH:24]=[CH:23][C:22]([F:25])=[C:21]([C:26]([F:29])([F:28])[F:27])[CH:20]=3)[N:35]=2)[CH2:10][CH2:9]1)=[O:7])([CH3:4])([CH3:3])[CH3:2] |f:1.2|. Procedure details: Combine 4-(2-(4-fluoro-3-(trifluoromethyl)phenyl)-2-oxoethylcarbamoyl)piperidine-1-carboxylic acid tert-butyl ester (100 g, 231 mmol), ammonium acetate (178.3 g; 2.31 mol, 10 eq), and methanol (1000 mL). The reactor used for this transformation is a coiled 1/16″ I.D. stainless steel tube (total internal volume of tubing in oven is 541 mol). Heat the reactor in an oven to 140° C. Control the back pressure in this tube at 250 psig by a regulator to allow super-heating of the solution above its nor... Starting materials: C(O)CN (ethanolamine), C(CCC)N=C=O (butyl isocyanate). Run in ClCCl (dichloromethane). Reaction conditions: temperature 30 celsius. The product is OCCNC(=O)NCCCC (N-(2-Hydroxyethyl)-N'-1-Butyl Urea). The yield is 113.0%. Reaction SMILES: [CH2:1]([CH2:3][NH2:4])[OH:2].[CH2:5]([N:9]=[C:10]=[O:11])[CH2:6][CH2:7][CH3:8]>ClCCl>[OH:2][CH2:1][CH2:3][NH:4][C:10]([NH:9][CH2:5][CH2:6][CH2:7][CH3:8])=[O:11]. Reported procedure: 61.7 grams (1 mole at 99% purity) of ethanolamine and 170 grams of dichloromethane were charged to a flask eguipped with stirrer, thermometer, feed tank, distillation head and condenser. 101 grams (1 mole at 98% purity) of butyl isocyanate were fed to the flask dropwise with stirring and cooling (utilizing a dry ice bath) over a period of 1.5 hours such that the temperature of the reaction mixture was maintained at about 30° C. At this time some solid had been formed and it was redissolved by he...